Dataset: the Open Reaction Database (ORD), a public repository of structured organic reaction records. Task: describe an organic reaction: reactants, conditions, products, and yield Reactants: OCc1cc2nc(Cl)nc(N3CCOCC3)c2s1, BrP(Br)Br, c1ccccc1. The product is Clc1nc(N2CCOCC2)c2sc(CBr)cc2n1. Reaction SMILES: [Cl:1][c:2]1[n:3][c:4]([N:13]2[CH2:14][CH2:15][O:16][CH2:17][CH2:18]2)[c:5]2[c:6]([n:7]1)[cH:8][c:9]([CH2:11][OH:12])[s:10]2.[P:19]([Br:20])([Br:21])[Br:22].[cH:23]1[cH:24][cH:25][cH:26][cH:27][cH:28]1>>[Cl:1][c:2]1[n:3][c:4]([N:13]2[CH2:14][CH2:15][O:16][CH2:17][CH2:18]2)[c:5]2[c:6]([n:7]1)[cH:8][c:9]([CH2:11][Br:20])[s:10]2. The reactants are BrB(Br)Br, O=C([O-])O, COC(=O)c1cc2c([nH]1)C(Cc1cccc(OC)c1)CC2, ClCCl, [Na+]. The product is COC(=O)c1cc2c([nH]1)C(Cc1cccc(O)c1)CC2. RXN SMILES: [B:22]([Br:23])([Br:24])[Br:25].[C:26](=[O:27])([OH:28])[O-:29].[CH3:1][O:2][c:3]1[cH:4][c:5]([CH2:6][CH:7]2[CH2:8][CH2:9][c:10]3[c:11]2[nH:12][c:13]([C:15](=[O:16])[O:17][CH3:18])[cH:14]3)[cH:19][cH:20][cH:21]1.[Cl:31][CH2:32][Cl:33].[Na+:30]>>[OH:2][c:3]1[cH:4][c:5]([CH2:6][CH:7]2[CH2:8][CH2:9][c:10]3[c:11]2[nH:12][c:13]([C:15](=[O:16])[O:17][CH3:18])[cH:14]3)[cH:19][cH:20][cH:21]1. Starting materials: CCOC(=O)C(N)Cc1ccc(F)c(Br)c1, Cl, O=C(O)c1cc(Cl)c(Cl)cc1NS(=O)(=O)c1cccc2nsnc12. Yields the product CCOC(=O)C(Cc1ccc(F)c(Br)c1)NC(=O)c1cc(Cl)c(Cl)cc1NS(=O)(=O)c1cccc2nsnc12. Reaction SMILES: [CH2:2]([CH3:3])[O:4][C:5]([CH:6]([NH2:7])[CH2:8][c:9]1[cH:10][c:11]([Br:16])[c:12]([F:15])[cH:13][cH:14]1)=[O:17].[ClH:1].[n:18]1[c:19]2[c:20]([n:21][s:22]1)[c:23]([S:27](=[O:28])(=[O:29])[NH:30][c:31]1[c:32]([C:33](=[O:34])[OH:35])[cH:36][c:37]([Cl:41])[c:38]([Cl:40])[cH:39]1)[cH:24][cH:25][cH:26]2>>[CH2:2]([CH3:3])[O:4][C:5]([CH:6]([NH:7][C:33]([c:32]1[c:31]([NH:30][S:27]([c:23]2[c:20]3[c:19]([n:18][s:22][n:21]3)[cH:26][cH:25][cH:24]2)(=[O:28])=[O:29])[cH:39][c:38]([Cl:40])[c:37]([Cl:41])[cH:36]1)=[O:34])[CH2:8][c:9]1[cH:10][c:11]([Br:16])[c:12]([F:15])[cH:13][cH:14]1)=[O:17]. Starting materials: Cc1cc(Br)cc(Br)c1, CS(=O)[O-], [Cu]I, [Na+], [Na+], [OH-], O, O=C(O)C1CCCN1. Product: Cc1cc(Br)cc(S(C)(=O)=O)c1. RXN SMILES: [Br:1][c:2]1[cH:3][c:4]([CH3:9])[cH:5][c:6]([Br:8])[cH:7]1.[CH3:10][S:11](=[O:12])[O-:13].[Cu:26][I:27].[Na+:14].[Na+:24].[OH-:23].[OH2:25].[OH:15][C:16]([CH:17]1[NH:18][CH2:19][CH2:20][CH2:21]1)=[O:22]>>[Br:1][c:2]1[cH:3][c:4]([CH3:9])[cH:5][c:6]([S:11]([CH3:10])(=[O:12])=[O:13])[cH:7]1. Starting materials: C(C)OC(=O)C1=C(COC2=CC=C(C=C2)CC(=O)OCC)C=C(C=C1)Cl (ethyl 4-(2-ethoxycarbonyl-5-chlorobenzyloxy)phenylacetate), [OH-].[K+] (potassium hydroxide). Product: C(=O)(O)C1=C(COC2=CC=C(C=C2)CC(=O)O)C=C(C=C1)Cl (4-(2-carboxy-5-chlorobenzyloxy)phenylacetic acid). Reaction SMILES: C([O:3][C:4]([C:6]1[CH:25]=[CH:24][C:23]([Cl:26])=[CH:22][C:7]=1[CH2:8][O:9][C:10]1[CH:15]=[CH:14][C:13]([CH2:16][C:17]([O:19]CC)=[O:18])=[CH:12][CH:11]=1)=[O:5])C.[OH-].[K+]>>[C:4]([C:6]1[CH:25]=[CH:24][C:23]([Cl:26])=[CH:22][C:7]=1[CH2:8][O:9][C:10]1[CH:11]=[CH:12][C:13]([CH2:16][C:17]([OH:19])=[O:18])=[CH:14][CH:15]=1)([OH:5])=[O:3] |f:1.2|. Reported procedure: Reaction of ethyl 4-(2-ethoxycarbonyl-5-chlorobenzyloxy)phenylacetate with potassium hydroxide as described in Example 1c provides 4-(2-carboxy-5-chlorobenzyloxy)phenylacetic acid as a colorless solid, m.p. 197°-201° C. Reactants: CSCl, ClCCl, CSCOCc1cccc2ccccc12. The product is ClCOCc1cccc2ccccc12. As a reaction SMILES: [CH3:16][S:17][Cl:18].[Cl:19][CH2:20][Cl:21].[c:1]1([CH2:11][O:12][CH2:13][S:14][CH3:15])[cH:2][cH:3][cH:4][c:5]2[cH:6][cH:7][cH:8][cH:9][c:10]12>>[c:1]1([CH2:11][O:12][CH2:13][Cl:18])[cH:2][cH:3][cH:4][c:5]2[cH:6][cH:7][cH:8][cH:9][c:10]12. Reactants: [BH4-], CCO, CC(C)(C)OC(=O)N1CC(C(=O)c2ccc3c(N)ncnn23)C1, [Na+]. Yields the product CC(C)(C)OC(=O)N1CC(C(O)c2ccc3c(N)ncnn23)C1. RXN SMILES: [BH4-:24].[CH3:26][CH2:27][OH:28].[NH2:1][c:2]1[n:3][cH:4][n:5][n:6]2[c:7]1[cH:8][cH:9][c:10]2[C:11](=[O:12])[CH:13]1[CH2:14][N:15]([C:17](=[O:18])[O:19][C:20]([CH3:21])([CH3:22])[CH3:23])[CH2:16]1.[Na+:25]>>[NH2:1][c:2]1[n:3][cH:4][n:5][n:6]2[c:7]1[cH:8][cH:9][c:10]2[CH:11]([OH:12])[CH:13]1[CH2:14][N:15]([C:17](=[O:18])[O:19][C:20]([CH3:21])([CH3:22])[CH3:23])[CH2:16]1. Starting materials: Cl (hydrochloric acid), C(C)(=O)OCC=1CS[C@H]2N(C1C(=O)[O-])C(C2NC(COC2=CC=CC=C2)=O)=O.[Na+] (sodium 3-acetoxymethyl-7-phenoxyacetamido-3-cephem-4-carboxylate), ice water, [Cl-].[Ca+2].[Cl-] (calcium chloride). Solvent: CO (methanol). Conditions: temperature 70 celsius, time 45 minute. Product: COCC=1CS[C@H]2N(C1C(=O)O)C(C2NC(COC2=CC=CC=C2)=O)=O (3-methoxymethyl-7-phenoxyacetamido-3-cephem-4-carboxylic acid). The yield is 80.9%. Reaction SMILES: [C:1]([O:4][CH2:5][C:6]1[CH2:7][S:8][C@@H:9]2[CH:16]([NH:17][C:18](=[O:27])[CH2:19][O:20][C:21]3[CH:26]=[CH:25][CH:24]=[CH:23][CH:22]=3)[C:15](=[O:28])[N:10]2[C:11]=1[C:12]([O-:14])=[O:13])(=O)C.[Na+].[Cl-].[Ca+2].[Cl-].Cl>CO>[CH3:1][O:4][CH2:5][C:6]1[CH2:7][S:8][C@@H:9]2[CH:16]([NH:17][C:18](=[O:27])[CH2:19][O:20][C:21]3[CH:22]=[CH:23][CH:24]=[CH:25][CH:26]=3)[C:15](=[O:28])[N:10]2[C:11]=1[C:12]([OH:14])=[O:13] |f:0.1,2.3.4|. Procedure details: 10 g of sodium 3-acetoxymethyl-7-phenoxyacetamido-3-cephem-4-carboxylate were dissolved in 100 ml of a 67% v/v aqueous methanol solution. 100 g of anhydrous calcium chloride were added to the solution, and then the mixture was stirred at 70° C. for 45 minutes. At the end of this time, 100 ml of ice-water, followed by 10 ml of 1N hydrochloric acid, were added to the reaction mixture. The reaction mixture was then extracted three times, each time with 100 ml of ethyl acetate. The extracts were com... The reactants are N([C@@H](CC1=CC=C(C=C1)O)C(=O)N[C@H](C)C(=O)N[C@@H](CC1=CC=CC=C1)C(=O)N[C@@H](CCSC)C(=O)OC)C(=O)OC(C)(C)C (Boc-Tyr-DAla-Phe-Met-OCH3), [OH-].[Na+] (NaOH). Solvent: CCOC(=O)C (EtOAc), CO (methanol). Conditions: time 1 hour. Product: N([C@@H](CC1=CC=C(C=C1)O)C(=O)N[C@H](C)C(=O)N[C@@H](CC1=CC=CC=C1)C(=O)N[C@@H](CCSC)C(=O)O)C(=O)OC(C)(C)C (Boc-Tyr-DAla-Phe-Met-OH). Isolated yield 57.2%. As a reaction SMILES: [NH:1]([C:39]([O:41][C:42]([CH3:45])([CH3:44])[CH3:43])=[O:40])[C@H:2]([C:11]([NH:13][C@@H:14]([C:16]([NH:18][C@H:19]([C:27]([NH:29][C@H:30]([C:35]([O:37]C)=[O:36])[CH2:31][CH2:32][S:33][CH3:34])=[O:28])[CH2:20][C:21]1[CH:26]=[CH:25][CH:24]=[CH:23][CH:22]=1)=[O:17])[CH3:15])=[O:12])[CH2:3][C:4]1[CH:9]=[CH:8][C:7]([OH:10])=[CH:6][CH:5]=1.[OH-].[Na+]>CO.CCOC(C)=O>[NH:1]([C:39]([O:41][C:42]([CH3:43])([CH3:45])[CH3:44])=[O:40])[C@H:2]([C:11]([NH:13][C@@H:14]([C:16]([NH:18][C@H:19]([C:27]([NH:29][C@H:30]([C:35]([OH:37])=[O:36])[CH2:31][CH2:32][S:33][CH3:34])=[O:28])[CH2:20][C:21]1[CH:22]=[CH:23][CH:24]=[CH:25][CH:26]=1)=[O:17])[CH3:15])=[O:12])[CH2:3][C:4]1[CH:5]=[CH:6][C:7]([OH:10])=[CH:8][CH:9]=1 |f:1.2|. Procedure details: To a stirred solution of 2.0 g of Boc-Tyr-DAla-Phe-Met-OCH3 (prepared as in Step C of Example 1A) in 50 ml of methanol was added 8.0 ml of 1 N NaOH. Evaporation of the solution after stirring at room temperature for 1 hour gave a residue which was dissolved in 30 ml of EtOAc and washed with 1 N HCl (4×50 ml) and saturated NaCl (3×50 ml). The MgSO4 dried EtOAc solution was evaporated to a residue which was purified by chromatography on silica gel with a gradient of chloroform to 10% acetic acid i... Reactants: Brc1ccccn1, [Li]CCCC, CON(C)C(=O)C1CC(=O)N(C(C)c2ccccc2)C1, Cl, C1CCOC1. Product: CC(c1ccccc1)N1CC(C(=O)c2ccccn2)CC1=O. RXN SMILES: [Br:6][c:7]1[cH:8][cH:9][cH:10][cH:11][n:12]1.[CH2:1]([Li:2])[CH2:3][CH2:4][CH3:5].[CH3:13][N:14]([C:15](=[O:16])[CH:17]1[CH2:18][N:19]([CH:23]([CH3:24])[c:25]2[cH:26][cH:27][cH:28][cH:29][cH:30]2)[C:20](=[O:22])[CH2:21]1)[O:31][CH3:32].[ClH:33].[O:34]1[CH2:35][CH2:36][CH2:37][CH2:38]1>>[c:7]1([C:15](=[O:16])[CH:17]2[CH2:18][N:19]([CH:23]([CH3:24])[c:25]3[cH:26][cH:27][cH:28][cH:29][cH:30]3)[C:20](=[O:22])[CH2:21]2)[cH:8][cH:9][cH:10][cH:11][n:12]1.